From a dataset of the Open Reaction Database (ORD), a public repository of structured organic reaction records. describe an organic reaction: reactants, conditions, products, and yield Starting materials: FC1=C(CN2N=C(C=3C2=NC=CC3)C(=O)OCC)C=CC=C1 (Ethyl 1-(2-Fluorobenzyl)-1H-pyrazolo[3,4-b]pyridine-3-carboxylate), N (ammonia). Conditions: time 2 day. RXN SMILES: [F:1][C:2]1[CH:22]=[CH:21][CH:20]=[CH:19][C:3]=1[CH2:4][N:5]1[C:9]2=[N:10][CH:11]=[CH:12][CH:13]=[C:8]2[C:7]([C:14](OCC)=[O:15])=[N:6]1.[NH3:23]>CO>[F:1][C:2]1[CH:22]=[CH:21][CH:20]=[CH:19][C:3]=1[CH2:4][N:5]1[C:9]2=[N:10][CH:11]=[CH:12][CH:13]=[C:8]2[C:7]([C:14]([NH2:23])=[O:15])=[N:6]1. Reported procedure: 10.18 g (34 mmol) of the ester from Example 21A are initially charged in 150 ml methanol which has been saturated with ammonia at 0-10° C. The mixture is stirred at room temperature for two days and subsequently concentrated under reduced pressure. Yields the product FC1=C(CN2N=C(C=3C2=NC=CC3)C(=O)N)C=CC=C1 (1-(2-Fluorobenzyl)-1H-pyrazolo[3,4-b]pyridine-3-carboxamide). Solvent: CO (methanol). Starting materials: BrC=1C=C(C#N)C=CC1F (3-bromo-4-fluorobenzonitrile), C1(CC1)N (cyclopropylamine). Solvent: CO (methanol). The product is BrC=1C=C(C#N)C=CC1NC1CC1 (3-bromo-4-cyclopropylaminobenzonitrile). Isolated yield 118.9%. Reaction SMILES: [Br:1][C:2]1[CH:3]=[C:4]([CH:7]=[CH:8][C:9]=1F)[C:5]#[N:6].[CH:11]1([NH2:14])[CH2:13][CH2:12]1>CO>[Br:1][C:2]1[CH:3]=[C:4]([CH:7]=[CH:8][C:9]=1[NH:14][CH:11]1[CH2:13][CH2:12]1)[C:5]#[N:6]. Reported procedure: A solution of 3-bromo-4-fluorobenzonitrile (9.33 mmol) and cyclopropylamine (7.90 g, 136 mmol) in methanol (60 mL) was heated to 60° C. for 20 hours and concentrated. The concentrate was purified by flash column chromatography with 96:4 hexane/ethyl acetate to provide 2.63 g of the desired product. MS (ESI(+)) m/z 239 (M+H)+; Starting materials: CC#N, O=C(O)C(C(=O)O)C1CCCC(O)C1c1ccccc1. Product: O=C(O)CC1CCCC(O)C1c1ccccc1. RXN SMILES: [CH3:21][C:22]#[N:23].[c:1]1([CH:7]2[CH:8]([CH:14]([C:15](=[O:16])[OH:17])[C:18]([OH:19])=[O:20])[CH2:9][CH2:10][CH2:11][CH:12]2[OH:13])[cH:2][cH:3][cH:4][cH:5][cH:6]1>>[c:1]1([CH:7]2[CH:8]([CH2:14][C:15](=[O:16])[OH:17])[CH2:9][CH2:10][CH2:11][CH:12]2[OH:13])[cH:2][cH:3][cH:4][cH:5][cH:6]1. Reactants: N1=C(C=CC=C1)/C=N/O ((E)-picolinaldehyde oxime), ClNC(CCC(=O)N)=O (N-chlorosuccinamide). Solvent: C(C)OCC (diethyl ether), CN(C)C=O (DMF). Reaction conditions: time 8 hour. Product: O\N=C(\C1=NC=CC=C1)/Cl ((Z)—N-hydroxypicolinimidoyl chloride). Yield: 62.3%. Reaction SMILES: [N:1]1[CH:6]=[CH:5][CH:4]=[CH:3][C:2]=1/[CH:7]=[N:8]/[OH:9].[Cl:10]NC(=O)CCC(N)=O>CN(C=O)C.C(OCC)C>[OH:9]/[N:8]=[C:7](\[Cl:10])/[C:2]1[CH:3]=[CH:4][CH:5]=[CH:6][N:1]=1. Reported procedure: To a solution of (E)-picolinaldehyde oxime (10.0 g, 82.0 mmol) in DMF (30 mL) at room temperature was slowly added over 30 minutes N-chlorosuccinamide (10.9 g, 82.0 mmol). An exotherm was noted during the addition. The reaction mixture was stirred overnight at room temperature, diluted with diethyl ether (300 mL), washed with water, dried over magnesium sulfate, and concentrated under reduced pressure. The residue was triturated with dichloromethane, and the resulting solid was collected by vacu...